Dataset: the Open Reaction Database (ORD), a public repository of structured organic reaction records. Task: describe an organic reaction: reactants, conditions, products, and yield The reactants are C1CCOC1, CCN=C=NCCCN(C)C, CN(C)c1ccncc1, Cl, CC(C)CCOc1c(C=Cc2nc3sccn3c2C(=O)O)cccc1OC(F)F, Nc1nc(C(F)(F)F)cs1, CN(C)C=O. Yields the product CC(C)CCOc1c(C=Cc2nc3sccn3c2C(=O)Nc2nc(C(F)(F)F)cs2)cccc1OC(F)F. Reaction SMILES: [CH2:61]1[O:62][CH2:63][CH2:64][CH2:65]1.[CH3:40][CH2:41][N:42]=[C:43]=[N:44][CH2:45][CH2:46][CH2:47][N:48]([CH3:49])[CH3:50].[CH3:52][N:53]([c:54]1[cH:55][cH:56][n:57][cH:58][cH:59]1)[CH3:60].[ClH:51].[F:1][CH:2]([O:3][c:4]1[c:5]([O:23][CH2:24][CH2:25][CH:26]([CH3:27])[CH3:28])[c:6]([CH:10]=[CH:11][c:12]2[n:13][c:14]3[s:15][cH:16][cH:17][n:18]3[c:19]2[C:20](=[O:21])[OH:22])[cH:7][cH:8][cH:9]1)[F:29].[F:30][C:31]([c:32]1[n:33][c:34]([NH2:37])[s:35][cH:36]1)([F:38])[F:39].[O:66]=[CH:67][N:68]([CH3:69])[CH3:70]>>[F:1][CH:2]([O:3][c:4]1[c:5]([O:23][CH2:24][CH2:25][CH:26]([CH3:27])[CH3:28])[c:6]([CH:10]=[CH:11][c:12]2[n:13][c:14]3[s:15][cH:16][cH:17][n:18]3[c:19]2[C:20](=[O:22])[NH:37][c:34]2[n:33][c:32]([C:31]([F:30])([F:38])[F:39])[cH:36][s:35]2)[cH:7][cH:8][cH:9]1)[F:29]. Starting materials: BrCC1CCCOC1, O=C([O-])[O-], CCCCOc1nc(N)c2nc(OC)[nH]c2n1, CN(C)C=O, O=C(O)C(F)(F)F, [K+], [K+]. The product is CCCCOc1nc(N)c2nc(OC)n(CC3CCCOC3)c2n1. As a reaction SMILES: [Br:31][CH2:32][CH:33]1[CH2:34][O:35][CH2:36][CH2:37][CH2:38]1.[C:25](=[O:26])([O-:27])[O-:28].[CH2:8]([CH2:9][CH2:10][CH3:11])[O:12][c:13]1[n:14][c:15]([NH2:24])[c:16]2[n:17][c:18]([O:22][CH3:23])[nH:19][c:20]2[n:21]1.[CH3:39][N:40]([CH3:41])[CH:42]=[O:43].[F:1][C:2]([F:3])([F:4])[C:5]([OH:6])=[O:7].[K+:29].[K+:30]>>[CH2:8]([CH2:9][CH2:10][CH3:11])[O:12][c:13]1[n:14][c:15]([NH2:24])[c:16]2[n:17][c:18]([O:22][CH3:23])[n:19]([CH2:32][CH:33]3[CH2:34][O:35][CH2:36][CH2:37][CH2:38]3)[c:20]2[n:21]1. Starting materials: [Li]CCCC, C1CCOC1, Cl, O=C(O)c1ccc(C(F)(F)F)c(F)c1, CI. Yields the product Cc1c(C(=O)O)ccc(C(F)(F)F)c1F. Reaction SMILES: [CH2:15]([Li:16])[CH2:17][CH2:18][CH3:19].[CH2:23]1[O:24][CH2:25][CH2:26][CH2:27]1.[ClH:22].[F:1][c:2]1[cH:3][c:4]([C:5](=[O:6])[OH:7])[cH:8][cH:9][c:10]1[C:11]([F:12])([F:13])[F:14].[I:20][CH3:21]>>[F:1][c:2]1[c:3]([CH3:15])[c:4]([C:5](=[O:6])[OH:7])[cH:8][cH:9][c:10]1[C:11]([F:12])([F:13])[F:14]. Starting materials: C(=C)(C)C(C(C#C)(O)C)CC=C(C)C (4-Isopropenyl-3,7-dimethyl-6-octen-1-yn-3-ol), O1CCCC1 (tetrahydrofuran), O (water). Reagents/catalysts: [Pd] (palladium on charcoal), FC(S(=O)(=O)[O-])(F)F.[Ag+] (silver trifluoromethanesulphonate). The product is CC(CCCC(C)=O)CCCC(C)C (6,10-dimethylundecan-2-one). Reaction SMILES: C([CH:4]([CH2:10][CH:11]=[C:12]([CH3:14])[CH3:13])[C:5]([CH3:9])(O)[C:6]#[CH:7])(C)=C.O1C[CH2:18][CH2:17][CH2:16]1.[OH2:20]>[Pd].FC(F)(F)S([O-])(=O)=O.[Ag+]>[CH3:9][CH:5]([CH2:4][CH2:10][CH2:11][CH:12]([CH3:13])[CH3:14])[CH2:6][CH2:7][CH2:16][C:17](=[O:20])[CH3:18] |f:4.5|. Procedure: 4-Isopropenyl-3,7-dimethyl-6-octen-1-yn-3-ol (0.960 g; 5.10-3 mole) is kept at a temperature in the region of 40° C. and protected from light, in the presence of silver trifluoromethanesulphonate (1.285 g; 5.10-3 mole) in a mixture (50 cc) of tetrahydrofuran and water (3:1 by volume). After the reaction mixture has reacted for 20 hours and has been treated under the conditions of Example 1, the raw product obtained is hydrogenated in the presence of palladium on charcoal (5% in hexane). After ch... Reactants: ClC1=NC2=CC(=C(C=C2N=C1C1=NC=CC=C1)Cl)Cl (2,6,7-trichloro-3-pyridin-2-yl-quinoxaline), OCCN(CCCN)CCO (3-[bis(2-hydroxy-ethyl)amino]-propylamine). The solvent is C1(=CC=CC=C1)C (toluene). The product is ClC=1C=C2N=C(C(=NC2=CC1Cl)NCCCN(CCO)CCO)C1=NC=CC=C1 (2-{[3-(6,7-Dichloro-3-pyridin-2-yl-quinoxalin-2-ylamino)-propyl]-(2-hydroxy-ethyl)-amino}-ethanol). The yield is 78.3%. As a reaction SMILES: Cl[C:2]1[C:11]([C:12]2[CH:17]=[CH:16][CH:15]=[CH:14][N:13]=2)=[N:10][C:9]2[C:4](=[CH:5][C:6]([Cl:19])=[C:7]([Cl:18])[CH:8]=2)[N:3]=1.[OH:20][CH2:21][CH2:22][N:23]([CH2:28][CH2:29][OH:30])[CH2:24][CH2:25][CH2:26][NH2:27]>C1(C)C=CC=CC=1>[Cl:18][C:7]1[CH:8]=[C:9]2[C:4](=[CH:5][C:6]=1[Cl:19])[N:3]=[C:2]([NH:27][CH2:26][CH2:25][CH2:24][N:23]([CH2:28][CH2:29][OH:30])[CH2:22][CH2:21][OH:20])[C:11]([C:12]1[CH:17]=[CH:16][CH:15]=[CH:14][N:13]=1)=[N:10]2. Procedure: A solution of 2,6,7-trichloro-3-pyridin-2-yl-quinoxaline (0.50 g) and 3-[bis(2-hydroxy-ethyl)amino]-propylamine (0.51 g) in toluene (25 mL) was refluxed under nitrogen atmosphere for 16 hours. After refluxing, the reaction mixture was cooled, filtered, and concentrated under vacuum. The residue was purified by flash chromatography (silica gel, 1:9 methanol/dichloromethane) to give a yellow solid. Recrystallization from methanol and water gave the product as a yellow plate like crystals (0.55 g);...